Dataset: the Open Reaction Database (ORD), a public repository of structured organic reaction records. Task: describe an organic reaction: reactants, conditions, products, and yield The reactants are C(C)(=O)C1=C(C(=C(OCC(OCC)=N)C=C1)CCC)O (ethyl 2-(4-acetyl-3-hydroxy-2-propylphenoxy)acetimidate), N (ammonia). Solvent: C(C)O (ethanol). Yields the product C(C)(=O)C1=C(C(=C(OCC(=N)N)C=C1)CCC)O (2-(4-Acetyl-3-hydroxy-2-propylphenoxy)acetamidine). Reaction SMILES: [C:1]([C:4]1[CH:16]=[CH:15][C:7]([O:8][CH2:9][C:10](=[NH:14])OCC)=[C:6]([CH2:17][CH2:18][CH3:19])[C:5]=1[OH:20])(=[O:3])[CH3:2].[NH3:21]>C(O)C>[C:1]([C:4]1[CH:16]=[CH:15][C:7]([O:8][CH2:9][C:10]([NH2:14])=[NH:21])=[C:6]([CH2:17][CH2:18][CH3:19])[C:5]=1[OH:20])(=[O:3])[CH3:2]. Procedure: Obtained using the procedure described in section b of Example 17, starting with 25.0 g (0.0895 mole) of ethyl 2-(4-acetyl-3-hydroxy-2-propylphenoxy)acetimidate and 7.6 g (0.45 mole) of ammonia in 300 ml of absolute ethanol. Starting materials: O=C([O-])[O-], CC#N, CCI, [K+], [K+], Oc1c(OC(F)(F)F)cccc1C1CCNCC1. The product is CCN1CCC(c2cccc(OC(F)(F)F)c2O)CC1. RXN SMILES: [C:19](=[O:20])([O-:21])[O-:22].[CH3:28][C:29]#[N:30].[I:25][CH2:26][CH3:27].[K+:23].[K+:24].[NH:1]1[CH2:2][CH2:3][CH:4]([c:7]2[c:8]([OH:18])[c:9]([O:13][C:14]([F:15])([F:16])[F:17])[cH:10][cH:11][cH:12]2)[CH2:5][CH2:6]1>>[N:1]1([CH2:26][CH3:27])[CH2:2][CH2:3][CH:4]([c:7]2[c:8]([OH:18])[c:9]([O:13][C:14]([F:15])([F:16])[F:17])[cH:10][cH:11][cH:12]2)[CH2:5][CH2:6]1. Reported procedure: Under ice-cooling, 2-aminocarbonylamino-6-hydroxyindole-3-carboxamide (Compound No.2-1, 1.3 g, 5.5 mmol) in anhydrous N,N-dimethylformamide (7 mL) was added dropwise to a suspension of 60% sodium hydride (450 mg, 11 mmol) in anhydrous N,N-dimethylformamide (15 mL) over a period of 5 minutes and the mixture was stirred for 5 minutes. Moreover 4-fluoronitrobenzene (640 μL, 6.0 mmol) was added thereto, and the mixture was stirred for 15 minutes at room temperature and stirred overnight at 60° C. Af... Reaction SMILES: [NH2:1][C:2]([NH:4][C:5]1[NH:6][C:7]2[C:12]([C:13]=1[C:14]([NH2:16])=[O:15])=[CH:11][CH:10]=[C:9]([OH:17])[CH:8]=2)=[O:3].[H-].[Na+].F[C:21]1[CH:26]=[CH:25][C:24]([N+:27]([O-:29])=[O:28])=[CH:23][CH:22]=1>CN(C)C=O.O>[NH2:1][C:2]([NH:4][C:5]1[NH:6][C:7]2[C:12]([C:13]=1[C:14]([NH2:16])=[O:15])=[CH:11][CH:10]=[C:9]([O:17][C:21]1[CH:26]=[CH:25][C:24]([N+:27]([O-:29])=[O:28])=[CH:23][CH:22]=1)[CH:8]=2)=[O:3] |f:1.2|. Isolated yield 61.4%. Yields the product NC(=O)NC=1NC2=CC(=CC=C2C1C(=O)N)OC1=CC=C(C=C1)[N+](=O)[O-] (2-Aminocarbonylamino-6-(4-nitrophenyloxy)indole-3-carboxamide). Reactants: FC1=CC=C(C=C1)[N+](=O)[O-] (4-fluoronitrobenzene), NC(=O)NC=1NC2=CC(=CC=C2C1C(=O)N)O (2-aminocarbonylamino-6-hydroxyindole-3-carboxamide), [H-].[Na+] (sodium hydride). The solvent is O (water), CN(C=O)C (N,N-dimethylformamide), CN(C=O)C (N,N-dimethylformamide). Conditions: time 5 minute. The reactants are C1(CCCC2=CC=CC=C12)C(=O)O (1,2,3,4-tetrahydronaphthalene-1-carboxylic acid), COC1=CC=C(C=C1)CNC1=CC=C(C=C1)OC ([(4-methoxyphenyl)methyl](4-methoxyphenyl)amine). Product: COC1=CC=C(C=C1)CN(C(=O)C1CCCC2=CC=CC=C12)C1=CC=C(C=C1)OC (N-[(4-methoxyphenyl)methyl]-N-(4-methoxyphenyl)-1,2,3,4-tetrahydronaphthalene-1-carboxamide). The yield is 83.4%. RXN SMILES: [CH:1]1([C:11]([OH:13])=O)[C:10]2[C:5](=[CH:6][CH:7]=[CH:8][CH:9]=2)[CH2:4][CH2:3][CH2:2]1.[CH3:14][O:15][C:16]1[CH:21]=[CH:20][C:19]([CH2:22][NH:23][C:24]2[CH:29]=[CH:28][C:27]([O:30][CH3:31])=[CH:26][CH:25]=2)=[CH:18][CH:17]=1>>[CH3:14][O:15][C:16]1[CH:17]=[CH:18][C:19]([CH2:22][N:23]([C:24]2[CH:25]=[CH:26][C:27]([O:30][CH3:31])=[CH:28][CH:29]=2)[C:11]([CH:1]2[C:10]3[C:5](=[CH:6][CH:7]=[CH:8][CH:9]=3)[CH2:4][CH2:3][CH2:2]2)=[O:13])=[CH:20][CH:21]=1. Procedure: By the reaction and treatment in the same manner as in Example 12 using 1,2,3,4-tetrahydronaphthalene-1-carboxylic acid (0.70 g) and [(4-methoxyphenyl)methyl](4-methoxyphenyl)amine (0.97 g) as starting materials, N-[(4-methoxyphenyl)methyl]-N-(4-methoxyphenyl)-1,2,3,4-tetrahydronaphthalene-1-carboxamide (1.33 g) was obtained. Starting materials: CN(C)C=NC(=O)C1=NN(C=CC1=O)C1=CC(=CC=C1)C(F)(F)F (N-[(dimethylamino)methylidene]-4-oxo-1-[3-(trifluoromethyl)phenyl]-1,4-dihydropyridazine-3-carboxamide), C1(=CC=CC=C1)NN (phenyl hydrazine). The solvent is C(C)(=O)O (acetic acid). Run at temperature 120 celsius. Yields the product C1(=CC=CC=C1)N1N=CN=C1C1=NN(C=CC1=O)C1=CC(=CC=C1)C(F)(F)F (3-(1-phenyl-1H-1,2,4-triazol-5-yl)-1-[3-(trifluoromethyl)phenyl]pyridazin-4(1H)-one). Yield: 93.9%. As a reaction SMILES: C[N:2]([CH:4]=[N:5][C:6]([C:8]1[C:13](=[O:14])[CH:12]=[CH:11][N:10]([C:15]2[CH:20]=[CH:19][CH:18]=[C:17]([C:21]([F:24])([F:23])[F:22])[CH:16]=2)[N:9]=1)=O)C.[C:25]1([NH:31]N)[CH:30]=[CH:29][CH:28]=[CH:27][CH:26]=1>C(O)(=O)C>[C:25]1([N:31]2[C:6]([C:8]3[C:13](=[O:14])[CH:12]=[CH:11][N:10]([C:15]4[CH:20]=[CH:19][CH:18]=[C:17]([C:21]([F:24])([F:23])[F:22])[CH:16]=4)[N:9]=3)=[N:5][CH:4]=[N:2]2)[CH:30]=[CH:29][CH:28]=[CH:27][CH:26]=1. Procedure details: A solution of N-[(dimethylamino)methylidene]-4-oxo-1-[3-(trifluoromethyl)phenyl]-1,4-dihydropyridazine-3-carboxamide (0.119 g, 0.35 mmol) in acetic acid (5.0 mL) was treated with phenyl hydrazine (0.070 mL, 0.71 mmol). The resulting solution was heated under microwave heating conditions at 120° C. for 10 min. After that time the reaction was cooled to room temperature and the crude product purified by flash column chromatography (silica gel, ethyl acetate to 85:15 ethyl acetate/methanol) to give...